Task: describe an organic reaction: reactants, conditions, products, and yield. Dataset: the Open Reaction Database (ORD), a public repository of structured organic reaction records Reactants: COC(=O)c1cc(C#N)ccc1CBr, CC#N, Cc1cccnc1CNCc1ncccc1C(C)C, CCN(C(C)C)C(C)C. Yields the product COC(=O)c1cc(C#N)ccc1CN(Cc1ncccc1C)Cc1ncccc1C(C)C. As a reaction SMILES: [CH3:20][O:21][C:22]([c:23]1[c:24]([CH2:31][Br:32])[cH:25][cH:26][c:27]([C:29]#[N:30])[cH:28]1)=[O:33].[CH3:43][C:44]#[N:45].[CH:1]([CH3:2])([CH3:3])[c:4]1[c:5]([CH2:10][NH:11][CH2:12][c:13]2[n:14][cH:15][cH:16][cH:17][c:18]2[CH3:19])[n:6][cH:7][cH:8][cH:9]1.[CH:34]([N:35]([CH2:36][CH3:37])[CH:38]([CH3:39])[CH3:40])([CH3:41])[CH3:42]>>[CH:1]([CH3:2])([CH3:3])[c:4]1[c:5]([CH2:10][N:11]([CH2:12][c:13]2[n:14][cH:15][cH:16][cH:17][c:18]2[CH3:19])[CH2:31][c:24]2[c:23]([C:22]([O:21][CH3:20])=[O:33])[cH:28][c:27]([C:29]#[N:30])[cH:26][cH:25]2)[n:6][cH:7][cH:8][cH:9]1.